From a dataset of the Open Reaction Database (ORD), a public repository of structured organic reaction records. describe an organic reaction: reactants, conditions, products, and yield The reactants are CC(C)C1(C)N=C(c2nc3occc3cc2C(=O)O)NC1=O, O=P([O-])([O-])F, O=P([O-])([O-])F, O=[N+]([O-])OP(=O)([O-])F, O=P([O-])([O-])F, O=P([O-])([O-])F, O=P([O-])([O-])F, O=S1(=O)CCCC1. Product: CC(C)C1(C)N=C(c2nc3occ([N+](=O)[O-])c3cc2C(=O)O)NC1=O. Reaction SMILES: [CH:34]([CH3:35])([CH3:36])[C:37]1([CH3:55])[N:38]=[C:39]([c:43]2[c:44]([C:52](=[O:53])[OH:54])[cH:45][c:46]3[c:47]([n:48]2)[o:49][cH:50][cH:51]3)[NH:40][C:41]1=[O:42].[P:14]([F:15])([O-:16])([O-:17])=[O:18].[P:19]([F:20])([O-:21])([O-:22])=[O:23].[P:1]([F:2])([O:3][N+:4]([O-:6])=[O:7])([O-:5])=[O:8].[P:24]([F:25])([O-:26])([O-:27])=[O:28].[P:29]([F:30])([O-:31])([O-:32])=[O:33].[P:9]([F:10])([O-:11])([O-:12])=[O:13].[S:56]1(=[O:61])(=[O:62])[CH2:57][CH2:58][CH2:59][CH2:60]1>>[O:3]=[N+:4]([O-:6])[c:51]1[c:46]2[cH:45][c:44]([C:52](=[O:53])[OH:54])[c:43]([C:39]3=[N:38][C:37]([CH:34]([CH3:35])[CH3:36])([CH3:55])[C:41](=[O:42])[NH:40]3)[n:48][c:47]2[o:49][cH:50]1. The reactants are ClCC(=O)NCC1(OCCC2=C1NC1=CC=CC=C21)C (2-chloro-N-[(1,3,4,9-tetrahydro-1-methylpyrano[3,4-b]indol-1-yl)methyl]-acetamide), P(=O)(Cl)(Cl)Cl (phosphorus oxychloride). The product is ClCCC1=C2N(C3=CC=CC=C13)C(=NC=C2C)CCl (5-(2-Chloroethyl)-1-(chloromethyl)-4-methylpyrimido[1,6-a]indole). RXN SMILES: [Cl:1][CH2:2][C:3]([NH:5][CH2:6][C:7]1([CH3:20])[C:12]2[NH:13][C:14]3[C:19]([C:11]=2[CH2:10][CH2:9]O1)=[CH:18][CH:17]=[CH:16][CH:15]=3)=O.P(Cl)(Cl)([Cl:23])=O>>[Cl:23][CH2:9][CH2:10][C:11]1[C:19]2[C:14](=[CH:15][CH:16]=[CH:17][CH:18]=2)[N:13]2[C:3]([CH2:2][Cl:1])=[N:5][CH:6]=[C:7]([CH3:20])[C:12]=12. Procedure: A mixture of 2-chloro-N-[(1,3,4,9-tetrahydro-1-methylpyrano[3,4-b]indol-1-yl)methyl]-acetamide (9.0 g, described in Example 8) and phosphorus oxychloride (200 ml) is refluxed for 60 minutes and evaporated slowly to dryness under reduced pressure (10 mm Hg, the final bath temperature 140° C.). The residue is dissolved in chloroform and the solution is washed quickly with ice-cold 5% solution of sodium hydroxide, dried over magnesium sulfate, filtered and evaporated. The residue is chromatographed...